This data is from the Open Reaction Database (ORD), a public repository of structured organic reaction records. The task is: describe an organic reaction: reactants, conditions, products, and yield The reactants are C(=O)(OC)COC1=CC=C(C=C1)CC(C)=O (1-(4-carbomethoxymethoxyphenyl)-propan-2-one), O1C(=CC2=C1C=CC=C2)C(CN)O (2-(2-benzofuranyl)-2-hydroxyethanamine), O (water). The solvent is C1=CC=CC=C1 (benzene). Run at time 1 hour. Yields the product OCCOC1=CC=C(C=C1)CC(C)NCC(O)C=1OC2=C(C1)C=CC=C2 (N-[2-(4-Hydroxyethoxyphenyl)-1-methylethyl]-2-(2-benzofuranyl)-2-hydroxyethanamine), hydrochloride salt hemi-hydrate. RXN SMILES: [C:1]([CH2:5][O:6][C:7]1[CH:12]=[CH:11][C:10]([CH2:13][C:14](=O)[CH3:15])=[CH:9][CH:8]=1)([O:3]C)=O.[O:17]1[C:21]2[CH:22]=[CH:23][CH:24]=[CH:25][C:20]=2[CH:19]=[C:18]1[CH:26]([OH:29])[CH2:27][NH2:28].O>C1C=CC=CC=1>[OH:3][CH2:1][CH2:5][O:6][C:7]1[CH:12]=[CH:11][C:10]([CH2:13][CH:14]([NH:28][CH2:27][CH:26]([C:18]2[O:17][C:21]3[CH:22]=[CH:23][CH:24]=[CH:25][C:20]=3[CH:19]=2)[OH:29])[CH3:15])=[CH:9][CH:8]=1. Reported procedure: A mixture of 1-(4-carbomethoxymethoxyphenyl)-propan-2-one (1 g) and 2-(2-benzofuranyl)-2-hydroxyethanamine (0.8 g) in benzene (80 ml) was boiled under reflux for one hour, with azeotropic removal of water, using a Dean and Stark head. The solution was evaporated, the residue dissolved in methanol (80 ml), cooled in ice, and excess sodium borohydride added. The solution was stirred at ambient temperature for 1 hour, heated under reflux for one hour, the methanol evaporated and the residue partiti...